Dataset: the Open Reaction Database (ORD), a public repository of structured organic reaction records. Task: describe an organic reaction: reactants, conditions, products, and yield Starting materials: C(C)(C)(C)OC(N[C@@H](C(=O)N1CC(C1)(C1=C(C=CC=C1)C)OCC#CC)CC1=CC=C(C=C1)OC)=O (tert-butyl[(R)-2-(3-but-2-ynyloxy-3-o-tolylazetidin-1-yl)-1-(4-methoxybenzyl)-2-oxo-ethyl]carbamate), solution, Cl (hydrochloric acid). Solvent: C(C)(=O)OCC (ethyl acetate). Reaction conditions: time 3 hour. Product: N[C@@H](C(=O)N1CC(C1)(C1=C(C=CC=C1)C)OCC#CC)CC1=CC=C(C=C1)OC ((R)-2-amino-1-(3-but-2-ynyloxy-3-o-tolylazetidin-1-yl)-3-(4-methoxyphenyl)-propan-1-one). The yield is 116.5%. As a reaction SMILES: C(OC(=O)[NH:7][C@H:8]([CH2:27][C:28]1[CH:33]=[CH:32][C:31]([O:34][CH3:35])=[CH:30][CH:29]=1)[C:9]([N:11]1[CH2:14][C:13]([O:22][CH2:23][C:24]#[C:25][CH3:26])([C:15]2[CH:20]=[CH:19][CH:18]=[CH:17][C:16]=2[CH3:21])[CH2:12]1)=[O:10])(C)(C)C.Cl>C(OCC)(=O)C>[NH2:7][C@H:8]([CH2:27][C:28]1[CH:29]=[CH:30][C:31]([O:34][CH3:35])=[CH:32][CH:33]=1)[C:9]([N:11]1[CH2:12][C:13]([O:22][CH2:23][C:24]#[C:25][CH3:26])([C:15]2[CH:20]=[CH:19][CH:18]=[CH:17][C:16]=2[CH3:21])[CH2:14]1)=[O:10]. Procedure details: 1.7 g (3.5 mmol) of tert-butyl[(R)-2-(3-but-2-ynyloxy-3-o-tolylazetidin-1-yl)-1-(4-methoxybenzyl)-2-oxo-ethyl]carbamate are solubilised in 45 ml (135 mmol) of a 3M solution of hydrochloric acid in ethyl acetate. After stirring for 3 h at ambient temperature, the mixture is concentrated. 1.6 g of (R)-2-amino-1-(3-but-2-ynyloxy-3-o-tolylazetidin-1-yl)-3-(4-methoxyphenyl)-propan-1-one are obtained in the form of a beige solid with a quantitative yield. Starting materials: CN, CS(=O)(=O)c1nccc(-c2ccccc2Oc2ccc([N+](=O)[O-])cc2)n1, CC(C)O, Cl. The product is CNc1nccc(-c2ccccc2Oc2ccc([N+](=O)[O-])cc2)n1. Reaction SMILES: [CH3:2][NH2:3].[CH3:4][S:5](=[O:6])(=[O:7])[c:8]1[n:9][cH:10][cH:11][c:12](-[c:14]2[c:15]([O:20][c:21]3[cH:22][cH:23][c:24]([N+:27](=[O:28])[O-:29])[cH:25][cH:26]3)[cH:16][cH:17][cH:18][cH:19]2)[n:13]1.[CH:30]([OH:31])([CH3:32])[CH3:33].[ClH:1]>>[CH3:2][NH:3][c:8]1[n:9][cH:10][cH:11][c:12](-[c:14]2[c:15]([O:20][c:21]3[cH:22][cH:23][c:24]([N+:27](=[O:28])[O-:29])[cH:25][cH:26]3)[cH:16][cH:17][cH:18][cH:19]2)[n:13]1. The reactants are CCOC(=O)C=CC=Cc1ccc2c(c1)OCO2, CO, CO, [Na+], [OH-], O, O. Product: O=C(O)C=CC=Cc1ccc2c(c1)OCO2. Reaction SMILES: [CH2:1]1[O:2][c:3]2[cH:4][c:5]([CH:10]=[CH:11][CH:12]=[CH:13][C:14](=[O:15])[O:16][CH2:17][CH3:18])[cH:6][cH:7][c:8]2[O:9]1.[CH3:22][OH:23].[CH3:24][OH:25].[Na+:20].[OH-:19].[OH2:21].[OH2:26]>>[CH2:1]1[O:2][c:3]2[cH:4][c:5]([CH:10]=[CH:11][CH:12]=[CH:13][C:14](=[O:15])[OH:16])[cH:6][cH:7][c:8]2[O:9]1. Starting materials: CCN=C=NCCCN(C)C, CN(C)C=O, O=C(O)CCc1cnoc1-c1ccc(Cl)cc1, Cl, Cc1cnc(CN)cn1, O, O, On1nnc2ccccc21. Yields the product Cc1cnc(CNC(=O)CCc2cnoc2-c2ccc(Cl)cc2)cn1. As a reaction SMILES: [CH2:39]([N:40]=[C:41]=[N:42][CH2:43][CH2:44][CH2:45][N:46]([CH3:47])[CH3:48])[CH3:49].[CH3:51][N:52]([CH3:53])[CH:54]=[O:55].[Cl:10][c:11]1[cH:12][cH:13][c:14](-[c:17]2[c:18]([CH2:22][CH2:23][C:24](=[O:25])[OH:26])[cH:19][n:20][o:21]2)[cH:15][cH:16]1.[ClH:38].[NH2:1][CH2:2][c:3]1[n:4][cH:5][c:6]([CH3:9])[n:7][cH:8]1.[OH2:27].[OH2:50].[OH:28][n:29]1[c:30]2[cH:31][cH:32][cH:33][cH:34][c:35]2[n:36][n:37]1>>[NH:1]([CH2:2][c:3]1[n:4][cH:5][c:6]([CH3:9])[n:7][cH:8]1)[C:24]([CH2:23][CH2:22][c:18]1[c:17](-[c:14]2[cH:13][cH:12][c:11]([Cl:10])[cH:16][cH:15]2)[o:21][n:20][cH:19]1)=[O:25]. Starting materials: N(=[N+]=[N-])CCCCCCCCO (8-Azido-octan-1-ol). The reagents and catalysts are [Pd].CC(=O)[O-].CC(=O)[O-].[Pb+2] (Lindlar catalyst). Solvent: C(C)O (ethanol). Conditions: time 2 hour. Product: NCCCCCCCCO (8-amino-octan-1-ol). The yield is 78.9%. As a reaction SMILES: [N:1]([CH2:4][CH2:5][CH2:6][CH2:7][CH2:8][CH2:9][CH2:10][CH2:11][OH:12])=[N+]=[N-]>C(O)C.[Pd].CC([O-])=O.CC([O-])=O.[Pb+2]>[NH2:1][CH2:4][CH2:5][CH2:6][CH2:7][CH2:8][CH2:9][CH2:10][CH2:11][OH:12] |f:2.3.4.5|. Reported procedure: 8-Azido-octan-1-ol (1.99 g, 11.6 mmol) was dissolved in ethanol (25 mL) and Lindlar catalyst (200 mg) was added. The solution was hydrogenated at 50 psi, 30° C. for 2 hours. The catalyst was removed by filtration through Kieselguhr and the solvent was removed in vacuo to give a white solid 1.33 g (79% yield), mp 48°-53° C.;